describe an organic reaction: reactants, conditions, products, and yield From a dataset of the Open Reaction Database (ORD), a public repository of structured organic reaction records. The reactants are C(C(C)(C)C)(=O)NC1=C(C=C(C=C1)Cl)C(C[C@@H]1N(COC1=O)C(=O)OCC1=CC=CC=C1)=O ((S)-(+)-N-pivaloyl-2-[1-oxo-2-[3-(benzyloxycarbonyl)-5-oxo-oxazolidin-4-yl]ethyl]-4-chloro aniline), Cl (HCl), O (H2O). The solvent is CC(=O)O (CH3COOH). Reaction conditions: temperature 70 celsius. Yields the product N[C@H](C(=O)O)CC(=O)C1=C(C=CC(=C1)Cl)N ((S)-(-)-2-amino-4-(2-amino-5-chlorophenyl)-4-oxo butyric acid). Reaction SMILES: C([NH:7][C:8]1[CH:13]=[CH:12][C:11]([Cl:14])=[CH:10][C:9]=1[C:15](=[O:33])[CH2:16][C@H:17]1[C:21](=[O:22])[O:20]C[N:18]1C(OCC1C=CC=CC=1)=O)(=O)C(C)(C)C.Cl.O>CC(O)=O>[NH2:18][C@@H:17]([CH2:16][C:15]([C:9]1[CH:10]=[C:11]([Cl:14])[CH:12]=[CH:13][C:8]=1[NH2:7])=[O:33])[C:21]([OH:22])=[O:20]. Procedure: A stirred mixture of (S)-(+)-N-pivaloyl-2-[1-oxo-2-[3-(benzyloxycarbonyl)-5-oxo-oxazolidin-4-yl]ethyl]-4-chloro aniline (1.06 g, 2.24 mmol), 37% HCl (20 ml), H2O (20 ml) and CH3COOH (28 ml), was heated at 70° C. for 5.5 h. The solution was evaporated to dryness. The residue was dissolved in water (30 ml), washed with CH2Cl2 and evaporated again. The crude product was purified by flash chromatography on silica gel (chloroform: methanol:30% NH4OH=140:60:6) to yield (S)-(-)-2-amino-4-(2-amino-5-chl... Reactants: CSC(C)=N, CO, I, CC(=O)Nc1nc(CCc2ccc(N)cc2)c(Cc2ccc(S(C)(=O)=O)cc2)s1. The product is CC(=N)Nc1ccc(CCc2nc(NC(C)=O)sc2Cc2ccc(S(C)(=O)=O)cc2)cc1. As a reaction SMILES: [C:31]([CH3:32])(=[NH:33])[S:34][CH3:35].[CH3:36][OH:37].[IH:30].[NH2:1][c:2]1[cH:3][cH:4][c:5]([CH2:8][CH2:9][c:10]2[n:11][c:12]([NH:26][C:27]([CH3:28])=[O:29])[s:13][c:14]2[CH2:15][c:16]2[cH:17][cH:18][c:19]([S:22](=[O:23])(=[O:24])[CH3:25])[cH:20][cH:21]2)[cH:6][cH:7]1>>[NH:1]([c:2]1[cH:3][cH:4][c:5]([CH2:8][CH2:9][c:10]2[n:11][c:12]([NH:26][C:27]([CH3:28])=[O:29])[s:13][c:14]2[CH2:15][c:16]2[cH:17][cH:18][c:19]([S:22](=[O:23])(=[O:24])[CH3:25])[cH:20][cH:21]2)[cH:6][cH:7]1)[C:31]([CH3:32])=[NH:33]. Reactants: C(C)OP(=O)(OCC)/C=C/C=1C(=NN(C1)C1=CC=CC=C1)OCC1=CC(=C(OCC=2N=C(OC2C)C2=C(C(=O)OC)C=CC=C2)C=C1)OC (methyl 2-[4-({4-[({4-[(E)-2-(diethoxyphosphoryl)ethenyl]-1-phenyl-1H-pyrazol-3-yl}oxy)methyl]-2-methoxyphenoxy}methyl)-5-methyl-1,3-oxazol-2-yl]benzoate), O1CCCC1 (tetrahydrofuran), [OH-].[Na+] (sodium hydroxide), Cl (hydrochloric acid). Solvent: C(C)O (ethanol), O (water). Yields the product C(C)OP(=O)(OCC)/C=C/C=1C(=NN(C1)C1=CC=CC=C1)OCC1=CC(=C(OCC=2N=C(OC2C)C2=C(C(=O)O)C=CC=C2)C=C1)OC (2-[4-({4-[({4-[(E)-2-(diethoxyphosphoryl)ethenyl]-1-phenyl-1H-pyrazol-3-yl}oxy)methyl]-2-methoxyphenoxy}methyl)-5-methyl-1,3-oxazol-2-yl]benzoic acid). Isolated yield 67.0%. RXN SMILES: [CH2:1]([O:3][P:4](/[CH:9]=[CH:10]/[C:11]1[C:12]([O:22][CH2:23][C:24]2[CH:47]=[CH:46][C:27]([O:28][CH2:29][C:30]3[N:31]=[C:32]([C:36]4[CH:45]=[CH:44][CH:43]=[CH:42][C:37]=4[C:38]([O:40]C)=[O:39])[O:33][C:34]=3[CH3:35])=[C:26]([O:48][CH3:49])[CH:25]=2)=[N:13][N:14]([C:16]2[CH:21]=[CH:20][CH:19]=[CH:18][CH:17]=2)[CH:15]=1)([O:6][CH2:7][CH3:8])=[O:5])[CH3:2].O1CCCC1.[OH-].[Na+].Cl>O.C(O)C>[CH2:7]([O:6][P:4](/[CH:9]=[CH:10]/[C:11]1[C:12]([O:22][CH2:23][C:24]2[CH:47]=[CH:46][C:27]([O:28][CH2:29][C:30]3[N:31]=[C:32]([C:36]4[CH:45]=[CH:44][CH:43]=[CH:42][C:37]=4[C:38]([OH:40])=[O:39])[O:33][C:34]=3[CH3:35])=[C:26]([O:48][CH3:49])[CH:25]=2)=[N:13][N:14]([C:16]2[CH:17]=[CH:18][CH:19]=[CH:20][CH:21]=2)[CH:15]=1)([O:3][CH2:1][CH3:2])=[O:5])[CH3:8] |f:2.3|. Reported procedure: To a mixture of methyl 2-[4-({4-[({4-[(E)-2-(diethoxyphosphoryl)ethenyl]-1-phenyl-1H-pyrazol-3-yl}oxy)methyl]-2-methoxyphenoxy}methyl)-5-methyl-1,3-oxazol-2-yl]benzoate (0.40 g), tetrahydrofuran (2 mL) and ethanol (2 mL) was added 1N aqueous sodium hydroxide solution (2 mL), and the mixture was heated under reflux for 1 hr. To the reaction mixture were added 1N hydrochloric acid (2 mL) and water, and the mixture was extracted with ethyl acetate. The organic layer was washed with saturated brine,... The reactants are CC(=O)O, Cl, Cl[Cu]Cl, O=N[O-], Nc1ccc(Br)nc1, [Na+], O=S=O, O, O, O. Product: O=S(=O)(Cl)c1ccc(Br)nc1. Reaction SMILES: [CH3:18][C:19](=[O:20])[OH:21].[ClH:16].[Cu:24]([Cl:25])[Cl:26].[N:9]([O-:10])=[O:11].[NH2:1][c:2]1[cH:3][cH:4][c:5]([Br:8])[n:6][cH:7]1.[Na+:12].[O:13]=[S:14]=[O:15].[OH2:17].[OH2:22].[OH2:23]>>[c:2]1([S:14](=[O:13])(=[O:15])[Cl:16])[cH:3][cH:4][c:5]([Br:8])[n:6][cH:7]1. The reactants are O.[OH-].[Li+] (lithium hydroxide monohydrate), C(C)OC(=O)C1=C(N(C=C1)C1=NC2=CC=CC=C2C=C1)C (3-ethoxycarbonyl-2-methyl-1-(quinol-2-yl)-1H-pyrrole), Cl (hydrochloric acid). Run in O1CCCC1 (tetrahydrofuran), O (water), O (water). Product: C(=O)(O)C1=C(N(C=C1)C1=NC2=CC=CC=C2C=C1)C (3-carboxy-2-methyl-1-(quinol-2-yl)-1H-pyrrole). The yield is 111.1%. As a reaction SMILES: O.[OH-].[Li+].C([O:6][C:7]([C:9]1[CH:13]=[CH:12][N:11]([C:14]2[CH:23]=[CH:22][C:21]3[C:16](=[CH:17][CH:18]=[CH:19][CH:20]=3)[N:15]=2)[C:10]=1[CH3:24])=[O:8])C.Cl>O1CCCC1.O>[C:7]([C:9]1[CH:13]=[CH:12][N:11]([C:14]2[CH:23]=[CH:22][C:21]3[C:16](=[CH:17][CH:18]=[CH:19][CH:20]=3)[N:15]=2)[C:10]=1[CH3:24])([OH:8])=[O:6] |f:0.1.2|. Procedure details: 3.9 g (93 mmol) of lithium hydroxide monohydrate, portionwise every 24 hours, are added at 20° C. to 1.9 g (6.78 mmol) of 3-ethoxycarbonyl-2-methyl-1-(quinol-2-yl)-1H-pyrrole dissolved in 50 mL of tetrahydrofuran and 50 mL of water. After stirring at reflux for 72 hours, the reaction mixture is concentrated to dryness under reduced pressure (2.7 kPa) to give a residue that is taken up in 75 mL of water. The pH of the aqueous phase is adjusted to 2 by addition of concentrated hydrochloric acid. A... Starting materials: O=C([O-])[O-], CCOC(=O)c1cnc2c(COC(C)=O)cc(Br)cc2c1NCc1ccc(OC)c(Cl)c1, CCO, [K+], [K+]. The product is CCOC(=O)c1cnc2c(CO)cc(Br)cc2c1NCc1ccc(OC)c(Cl)c1. As a reaction SMILES: [C:33](=[O:34])([O-:35])[O-:36].[CH2:1]([CH3:2])[O:3][C:4](=[O:5])[c:6]1[cH:7][n:8][c:9]2[c:10]([CH2:28][O:29][C:30](=[O:31])[CH3:32])[cH:11][c:12]([Br:27])[cH:13][c:14]2[c:15]1[NH:16][CH2:17][c:18]1[cH:19][c:20]([Cl:26])[c:21]([O:24][CH3:25])[cH:22][cH:23]1.[CH3:39][CH2:40][OH:41].[K+:37].[K+:38]>>[CH2:1]([CH3:2])[O:3][C:4](=[O:5])[c:6]1[cH:7][n:8][c:9]2[c:10]([CH2:28][OH:29])[cH:11][c:12]([Br:27])[cH:13][c:14]2[c:15]1[NH:16][CH2:17][c:18]1[cH:19][c:20]([Cl:26])[c:21]([O:24][CH3:25])[cH:22][cH:23]1. The reactants are C(C)(C)N(C(C)C)CC (N, N-diisopropylethylamine), NC1=CC=CC2=C1NC(CO2)COS(=O)(=O)C2=CC=C(C=C2)C (Toluene-4-sulfonic acid 5-amino-3,4-dihydro-2H-benzo[1,4]oxazin-3-ylmethyl ester), C(=O)(N1C=NC=C1)N1C=NC=C1 (carbonyldiimidazole). Solvent: C(Cl)Cl (methylene chloride), C(Cl)Cl (methylene chloride). Conditions: time 8 hour. Yields the product CC1=CC=C(C=C1)S(=O)(=O)OCC1COC2=C3N1C(NC3=CC=C2)=O ((2-Oxo-1,2,4,5-tetrahydroimidazo[1,5,4-de][1,4]benzoxazin-4-yl)methyl 4-methylbenzenesulfonate). The yield is 55.5%. As a reaction SMILES: [NH2:1][C:2]1[C:7]2[NH:8][CH:9]([CH2:12][O:13][S:14]([C:17]3[CH:22]=[CH:21][C:20]([CH3:23])=[CH:19][CH:18]=3)(=[O:16])=[O:15])[CH2:10][O:11][C:6]=2[CH:5]=[CH:4][CH:3]=1.C(N(CC)C(C)C)(C)C.[C:33](N1C=CN=C1)(N1C=CN=C1)=[O:34]>C(Cl)Cl>[CH3:23][C:20]1[CH:21]=[CH:22][C:17]([S:14]([O:13][CH2:12][CH:9]2[N:8]3[C:33](=[O:34])[NH:1][C:2]4=[CH:3][CH:4]=[CH:5][C:6](=[C:7]34)[O:11][CH2:10]2)(=[O:16])=[O:15])=[CH:18][CH:19]=1. Procedure details: Toluene-4-sulfonic acid 5-amino-3,4-dihydro-2H-benzo[1,4]oxazin-3-ylmethyl ester (6.7 g , ˜10 mmole) was dissolved in methylene chloride (100 mL), N, N-diisopropylethylamine (5.22 mL, 30.0 mmole) was added, followed by carbonyldiimidazole (4.05 g, 25.0 mmole), and the mixture was stirred at room temperature under nitrogen overnight. The mixture was diluted with methylene chloride (100 mL), washed with water (2×200 mL), saturated sodium bicarbonate (200 mL) saturated sodium chloride (200 mL) and ... The reactants are C(C)NC1=C(C=C2C(NC=NC2=C1)=O)[N+](=O)[O-] (7-Ethylamino-6-nitro-4(3H)-quinazolinone), P(=O)(Cl)(Cl)Cl (phosphorus oxychloride), C(O)([O-])=O.[Na+] (sodium hydrogen carbonate). Conditions: temperature 110 celsius. Product: ClC1=NC=NC2=CC(=C(C=C12)[N+](=O)[O-])NCC (4-Chloro-7-ethylamino-6-nitroquinazoline). Yield: 103.3%. As a reaction SMILES: [CH2:1]([NH:3][C:4]1[CH:13]=[C:12]2[C:7]([C:8](=O)[NH:9][CH:10]=[N:11]2)=[CH:6][C:5]=1[N+:15]([O-:17])=[O:16])[CH3:2].P(Cl)(Cl)([Cl:20])=O.C(=O)([O-])O.[Na+]>>[Cl:20][C:8]1[C:7]2[C:12](=[CH:13][C:4]([NH:3][CH2:1][CH3:2])=[C:5]([N+:15]([O-:17])=[O:16])[CH:6]=2)[N:11]=[CH:10][N:9]=1 |f:2.3|. Procedure details: 7-Ethylamino-6-nitro-4(3H)-quinazolinone (30.0 g, 128 mmol) was suspended in phosphorus oxychloride (270 ml, 2.90 mol) and the mixture was heated at 110° C. for 2 hours under an argon gas atmosphere (to form a clear solution). After it was confirmed that the starting material disappeared, unreacted phosphorus oxychloride was removed under reduced pressure. After the residue was subjected to azeotrope with toluene, the resulting oily substances were dissolved in the necessary minimum amount of te... Reactants: CCN=C=NCCCN(C)C.Cl (EDC.HCl), Cl.N1CCC(CC1)C1=CC=C(C#N)C=C1 (4-(piperidin-4-yl)benzonitrile hydrochloride), Cl.N1CCC(CC1)C1=CC=C(C#N)C=C1 (4-(piperidin-4-yl)benzonitrile hydrochloride), C(C)C=1NC(=NN1)C=1C(=CC(=C(C(=O)O)C1)C)F (5-(5-ethyl-4H-1,2,4-triazol-3-yl)-4-fluoro-2-methylbenzoic acid), C(C)C=1NC(=NN1)C=1C(=CC(=C(C(=O)O)C1)C)F (5-(5-ethyl-4H-1,2,4-triazol-3-yl)-4-fluoro-2-methylbenzoic acid). Reagents/catalysts: CN(C1=CC=NC=C1)C (4-dimethylaminopyridine). Run in CN(C)C=O (DMF). Reaction conditions: temperature 40 celsius, time 1 hour. The product is C(C)C=1NC(=NN1)C=1C(=CC(=C(C(=O)N2CCC(CC2)C2=CC=C(C#N)C=C2)C1)C)F (4-(1-(5-(5-Ethyl-4H-1,2,4-triazol-3-yl)-4-fluoro-2-methylbenzoyl)piperidin-4-yl)benzonitrile). Reaction SMILES: [CH2:1]([C:3]1[NH:4][C:5]([C:8]2[C:9]([F:18])=[CH:10][C:11]([CH3:17])=[C:12]([CH:16]=2)[C:13]([OH:15])=O)=[N:6][N:7]=1)[CH3:2].CCN=C=NCCCN(C)C.Cl.Cl.[NH:32]1[CH2:37][CH2:36][CH:35]([C:38]2[CH:45]=[CH:44][C:41]([C:42]#[N:43])=[CH:40][CH:39]=2)[CH2:34][CH2:33]1>CN(C=O)C.CN(C)C1C=CN=CC=1>[CH2:1]([C:3]1[NH:4][C:5]([C:8]2[C:9]([F:18])=[CH:10][C:11]([CH3:17])=[C:12]([CH:16]=2)[C:13]([N:32]2[CH2:37][CH2:36][CH:35]([C:38]3[CH:45]=[CH:44][C:41]([C:42]#[N:43])=[CH:40][CH:39]=3)[CH2:34][CH2:33]2)=[O:15])=[N:6][N:7]=1)[CH3:2] |f:1.2,3.4|. Procedure details: To a round-bottom flask was added a solution of 5-(5-ethyl-4H-1,2,4-triazol-3-yl)-4-fluoro-2-methylbenzoic acid (compound 258.1, 125 mg, 0.500 mmol, 1.00 equiv) in DMF (10 mL). EDC.HCl (143 mg, 0.750 mmol, 1.50 equiv), 4-(piperidin-4-yl)benzonitrile hydrochloride (compound 1.5, 122 mg, 0.550 mmol, 1.10 equiv), and 4-dimethylaminopyridine (183 mg, 1.50 mmol, 3.00 equiv) were added in portions. The resulting solution was stirred for 1 h at 40° C. in an oil bath, then quenched with 50 mL of NH4Cl (...